Dataset: the Open Reaction Database (ORD), a public repository of structured organic reaction records. Task: describe an organic reaction: reactants, conditions, products, and yield As a reaction SMILES: [CH:1]1[C:10]2[C:5](=[CH:6][CH:7]=[CH:8][CH:9]=2)[CH:4]=[C:3]([NH:11][C:12](=[O:38])[O:13][CH2:14][C@@H:15]([N:24]([CH3:37])[C:25]([NH:27][CH2:28][C:29]2[CH:34]=[CH:33][CH:32]=[C:31]([F:35])[C:30]=2[F:36])=[O:26])[CH2:16][CH2:17][CH2:18][O:19][P:20]([OH:23])([OH:22])=[O:21])[N:2]=1.[OH-].[Na+:40]>CO>[P:20]([O-:22])([O-:23])([O:19][CH2:18][CH2:17][CH2:16][C@H:15]([N:24]([CH3:37])[C:25]([NH:27][CH2:28][C:29]1[CH:34]=[CH:33][CH:32]=[C:31]([F:35])[C:30]=1[F:36])=[O:26])[CH2:14][O:13][C:12](=[O:38])[NH:11][C:3]1[N:2]=[CH:1][C:10]2[C:5]([CH:4]=1)=[CH:6][CH:7]=[CH:8][CH:9]=2)=[O:21].[Na+:40].[Na+:40] |f:1.2,4.5.6|. Run at temperature 0 celsius, time 1 hour. Reported procedure: (S)-2-(3-(2,3-difluorobenzyl)-1-methylureido)-5-(phosphonooxy)pentyl isoquinolin-3-ylcarbamate (261 mg, 0.472 mmol) in MeOH (10 mL) was added NaOH (0.1 N, 9.2 mL, 0.92 mmol) at 0° C. After stirred at 0° C. for 1 h, the mixture was concentrated to give sodium (S)-4-(3-(2,3-difluorobenzyl)-1-methylureido)-5-(isoquinolin-3-ylcarbamoyloxy)pentyl phosphate (260 mg, 88%) as a white solid. LRMS (M+H+) m/z 585.5. Starting materials: C1=NC(=CC2=CC=CC=C12)NC(OC[C@H](CCCOP(=O)(O)O)N(C(=O)NCC1=C(C(=CC=C1)F)F)C)=O ((S)-2-(3-(2,3-difluorobenzyl)-1-methylureido)-5-(phosphonooxy)pentyl isoquinolin-3-ylcarbamate), [OH-].[Na+] (NaOH). Solvent: CO (MeOH). The yield is 94.8%. The product is P(=O)(OCCC[C@@H](COC(NC=1N=CC2=CC=CC=C2C1)=O)N(C(=O)NCC1=C(C(=CC=C1)F)F)C)([O-])[O-].[Na+].[Na+] (sodium (S)-4-(3-(2,3-difluorobenzyl)-1-methylureido)-5-(isoquinolin-3-ylcarbamoyloxy)pentyl phosphate). Reactants: IC1=C(C=C(C=C1)Br)CC (1-iodo-2-ethyl-4-bromobenzene), C(CCCCC)C1=CC=C(C=C1)C#C (4-n-hexylphenylacetylene), O (water), CCCCCCC (heptane). Reagents/catalysts: [Cu]I (copper(I) iodide), Cl[Pd]([P](C1=CC=CC=C1)(C2=CC=CC=C2)C3=CC=CC=C3)([P](C4=CC=CC=C4)(C5=CC=CC=C5)C6=CC=CC=C6)Cl (bis(triphenylphosphine)palladium(II) chloride). Run in C(C)N(CC)CC (triethylamine). Reaction conditions: time 3 hour. Yields the product BrC1=CC(=C(C=C1)C#CC1=CC=C(C=C1)CCCC)CC (1-bromo-3-ethyl-4-(4-n-butylphenylethynyl)benzene). As a reaction SMILES: I[C:2]1[CH:7]=[CH:6][C:5]([Br:8])=[CH:4][C:3]=1[CH2:9][CH3:10].[CH2:11]([C:17]1[CH:22]=[CH:21][C:20]([C:23]#[CH:24])=[CH:19][CH:18]=1)[CH2:12][CH2:13][CH2:14]CC.O.CCCCCCC>C(N(CC)CC)C.[Cu]I.Cl[Pd](Cl)([P](C1C=CC=CC=1)(C1C=CC=CC=1)C1C=CC=CC=1)[P](C1C=CC=CC=1)(C1C=CC=CC=1)C1C=CC=CC=1>[Br:8][C:5]1[CH:6]=[CH:7][C:2]([C:24]#[C:23][C:20]2[CH:21]=[CH:22][C:17]([CH2:11][CH2:12][CH2:13][CH3:14])=[CH:18][CH:19]=2)=[C:3]([CH2:9][CH3:10])[CH:4]=1 |^1:44,63|. Procedure: 20 g (64.3 mmol) of 1-iodo-2-ethyl-4-bromobenzene and 12 g (64.3 mmol) of 4-n-hexylphenylacetylene are initially introduced in 300 ml of triethylamine, 250 mg (1.3 mmol) of copper(I) iodide and 900 mg (1.3 mmol) of bis(triphenylphosphine)palladium(II) chloride are added, and the mixture is stirred at RT for 3 h and subsequently refluxed for 1 h. The batch is cooled, water and heptane are added, and the phases are separated. The organic phase is washed with saturated sodium chloride soln., dried ...